Task: describe an organic reaction: reactants, conditions, products, and yield. Dataset: the Open Reaction Database (ORD), a public repository of structured organic reaction records The reactants are CC12S[C@H]3N(C1(C(=O)OCC(Cl)(Cl)Cl)C2)C(C3NC(CC3=CC(=CC=C3)Cl)=O)=O (2,2,2-trichloroethyl 2-methyl-2,3-methylene-6-{2-(3-chlorophenyl)acetamido}penam-3-carboxylate), [Br-].[Al+3].[Br-].[Br-] (aluminum bromide). Run in ClCCl (dichloromethane), ClCCl (dichloromethane). Run at time 3 hour. The product is CC1S[C@H]2N(C(=C1)C(=O)OCC(Cl)(Cl)Cl)C(C2NC(CC2=CC(=CC=C2)Cl)=O)=O (2,2,2-trichloroethyl 2-methyl-7-{2-(3-chlorophenyl)acetamido}-3-cephem-4-carboxylate). Isolated yield 85.3%. RXN SMILES: [CH3:1][C:2]12[CH2:15][C:6]1([C:7]([O:9][CH2:10][C:11]([Cl:14])([Cl:13])[Cl:12])=[O:8])[N:5]1[C:16](=[O:29])[CH:17]([NH:18][C:19](=[O:28])[CH2:20][C:21]3[CH:26]=[CH:25][CH:24]=[C:23]([Cl:27])[CH:22]=3)[C@H:4]1[S:3]2.[Br-].[Al+3].[Br-].[Br-]>ClCCl>[CH3:1][CH:2]1[CH:15]=[C:6]([C:7]([O:9][CH2:10][C:11]([Cl:12])([Cl:14])[Cl:13])=[O:8])[N:5]2[C:16](=[O:29])[CH:17]([NH:18][C:19](=[O:28])[CH2:20][C:21]3[CH:26]=[CH:25][CH:24]=[C:23]([Cl:27])[CH:22]=3)[C@H:4]2[S:3]1 |f:1.2.3.4|. Procedure: A solution of 2,2,2-trichloroethyl 2-methyl-2,3-methylene-6-{2-(3-chlorophenyl)acetamido}penam-3-carboxylate (3.4 g.) in dried dichloromethane (50 ml.) was dropwise added at -15° C. to a solution of aluminum bromide (2.8 g.) in dried dichloromethane (20 ml.) and the mixture was stirred for 3 hours at room temperature. After the reaction, the reaction mixture was washed in turn with 5% hydrochloric acid, water, 5% sodium bicarbonate aqueous solution and water and then dried. After the solvent was...